This data is from the Open Reaction Database (ORD), a public repository of structured organic reaction records. The task is: describe an organic reaction: reactants, conditions, products, and yield Starting materials: [BH4-], C1CCOC1, CO, CC1Cc2cccc(-c3cccc4ccccc34)c2C1=O, Cl, [Na+]. Yields the product CC1=Cc2c(cccc2-c2cccc3ccccc23)C1. Reaction SMILES: [BH4-:1].[CH2:25]1[O:26][CH2:27][CH2:28][CH2:29]1.[CH3:30][OH:31].[CH3:3][CH:4]1[C:5](=[O:23])[c:6]2[c:7](-[c:13]3[cH:14][cH:15][cH:16][c:17]4[cH:18][cH:19][cH:20][cH:21][c:22]34)[cH:8][cH:9][cH:10][c:11]2[CH2:12]1.[ClH:24].[Na+:2]>>[CH3:3][C:4]1=[CH:5][c:6]2[c:7](-[c:13]3[cH:14][cH:15][cH:16][c:17]4[cH:18][cH:19][cH:20][cH:21][c:22]34)[cH:8][cH:9][cH:10][c:11]2[CH2:12]1. Reactants: N1C=CC2=C(C=CC=C12)C(=O)O (indol-4-yl carboxylic acid), C(C(=O)Cl)(=O)Cl (oxalyl chloride), CCCCCC (Hexane). Solvent: C(Cl)Cl (methylene chloride). Reaction conditions: temperature 20 celsius, time 2 hour. Yields the product N1C=CC2=C(C=CC=C12)C(=O)Cl (Indol-4-yl carboxylic acid chloride). As a reaction SMILES: [NH:1]1[C:9]2[C:4](=[C:5]([C:10]([OH:12])=O)[CH:6]=[CH:7][CH:8]=2)[CH:3]=[CH:2]1.C(Cl)(=O)C([Cl:16])=O.CCCCCC>C(Cl)Cl>[NH:1]1[C:9]2[C:4](=[C:5]([C:10]([Cl:16])=[O:12])[CH:6]=[CH:7][CH:8]=2)[CH:3]=[CH:2]1. Procedure details: 32.2 g (0.2M) dry indol-4-yl carboxylic acid are suspended in 150 ml absolute methylene chloride. 26 ml (0.3M) oxalyl chloride are added to the stirred mixture at 20° over 30 minutes. Gas evolution results. The mixture is stirred for 31/2 hours at 20° C. 150 ml Hexane are added. The mixture is stirred for another 20 minutes and the resultant heading compound filtered off, washed with methylene chloride/hexane 1:1 dried at 20° in a vacuum to give beige crystals, which are used further without pur... Reactants: methoxy, COC1=CC2=C(C(C3=C(CC2)C=CC=C3)=CC=3C=C(C=CC3)NS(=O)(=O)C)C=C1 (N-[3-(2-Methoxy-10,11-dihydro-dibenzo[a,d]cyclohepten-5-ylidenemethyl)-phenyl]-methanesulfonamide), B(Br)(Br)Br (BBr3). The product is OC1=CC2=C(C(C3=C(CC2)C=CC=C3)=CC=3C=C(C=CC3)NS(=O)(=O)C)C=C1 (N-[3-(2-Hydroxy-10,11-dihydro-dibenzo[a,d]cyclohepten-5-ylidenemethyl)-phenyl]-methanesulfonamide). The yield is 69.0%. As a reaction SMILES: C[O:2][C:3]1[CH:29]=[CH:28][C:6]2[C:7](=[CH:16][C:17]3[CH:18]=[C:19]([NH:23][S:24]([CH3:27])(=[O:26])=[O:25])[CH:20]=[CH:21][CH:22]=3)[C:8]3[CH:15]=[CH:14][CH:13]=[CH:12][C:9]=3[CH2:10][CH2:11][C:5]=2[CH:4]=1.B(Br)(Br)Br>>[OH:2][C:3]1[CH:29]=[CH:28][C:6]2[C:7](=[CH:16][C:17]3[CH:18]=[C:19]([NH:23][S:24]([CH3:27])(=[O:26])=[O:25])[CH:20]=[CH:21][CH:22]=3)[C:8]3[CH:15]=[CH:14][CH:13]=[CH:12][C:9]=3[CH2:10][CH2:11][C:5]=2[CH:4]=1. Procedure: Demethylate the corresponding methoxy mixture of Example 161 using BBr3 to give the title compound in 69% yield. MS (ES) 392 (M+1), 390 (M−1). HPLC shows 48% of the faster eluting isomer and 45% of the slower isomer.